From a dataset of the Open Reaction Database (ORD), a public repository of structured organic reaction records. describe an organic reaction: reactants, conditions, products, and yield Starting materials: CNC(=O)C1=CN(C(=C(C1=O)C1=CC(=CC=C1)CO)C)C(C)C1=CC=C(C=C1)C#N (1-[1-(4-Cyano-phenyl)-ethyl]-5-(3-hydroxymethyl-phenyl)-6-methyl-4-oxo-1,4-dihydro-pyridine-3-carboxylic acid methylamide), COCCN(CCOC)S(F)(F)F ([bis(2-methoxyethyl)amino]sulfur trifluoride). The solvent is ClCCl (dichloromethane). Conditions: time 3 hour. Yields the product CNC(=O)C1=CN(C(=C(C1=O)C1=CC(=CC=C1)CF)C)C(C)C1=CC=C(C=C1)C#N (1-[1-(4-Cyano-phenyl)-ethyl]-5-(3-fluoromethyl-phenyl)-6-methyl-4-oxo-1,4-dihydro-pyridine-3-carboxylic acid methylamide). RXN SMILES: [CH3:1][NH:2][C:3]([C:5]1[C:10](=[O:11])[C:9]([C:12]2[CH:17]=[CH:16][CH:15]=[C:14]([CH2:18]O)[CH:13]=2)=[C:8]([CH3:20])[N:7]([CH:21]([C:23]2[CH:28]=[CH:27][C:26]([C:29]#[N:30])=[CH:25][CH:24]=2)[CH3:22])[CH:6]=1)=[O:4].COCCN(S(F)(F)[F:41])CCOC>ClCCl>[CH3:1][NH:2][C:3]([C:5]1[C:10](=[O:11])[C:9]([C:12]2[CH:17]=[CH:16][CH:15]=[C:14]([CH2:18][F:41])[CH:13]=2)=[C:8]([CH3:20])[N:7]([CH:21]([C:23]2[CH:28]=[CH:27][C:26]([C:29]#[N:30])=[CH:25][CH:24]=2)[CH3:22])[CH:6]=1)=[O:4]. Procedure: A solution of preparation 31a (60 mg, 149 μmol) and [bis(2-methoxyethyl)amino]sulfur trifluoride (50% in toluene, 74 μL, 202 μmol) in dichloromethane (1 mL) is stirred for 3 h at room temperature. The reaction mixture is quenched with 1N HCl, extracted twice with dichloromethane and the organic phase is concentrated under reduced pressure. The remaining residue is purified by preparative reversed-phase HPLC (Stable Bond, gradient of acetonitrile in water, 0.1% TFA, 60° C.). Yield: 30 mg (50% of ... Reactants: BrCC(CBr)O (1,3-dibromo-2-propanol), C(C1=CC=CC=C1)S (benzyl mercaptan), [H-].[Na+] (sodium hydride). The solvent is O1CCCC1 (tetrahydrofuran). Reaction conditions: time 2 hour. The product is C(C1=CC=CC=C1)SCC(CSCC1=CC=CC=C1)O (1,3-bis(benzylthio)-2-propanol). RXN SMILES: Br[CH2:2][CH:3]([OH:6])[CH2:4]Br.[CH2:7]([SH:14])[C:8]1[CH:13]=[CH:12][CH:11]=[CH:10][CH:9]=1.[H-].[Na+]>O1CCCC1>[CH2:7]([S:14][CH2:2][CH:3]([OH:6])[CH2:4][S:14][CH2:7][C:8]1[CH:13]=[CH:12][CH:11]=[CH:10][CH:9]=1)[C:8]1[CH:13]=[CH:12][CH:11]=[CH:10][CH:9]=1 |f:2.3|. Procedure details: 1,3-dibromo-2-propanol (2.18 g.) is added to a stirred suspension of the salt obtained by mixing 2.7 g. benzyl mercaptan and sodium hydride (56% dispersion in mineral oil; 900 mg.) in 50 ml. dry tetrahydrofuran. After 2 hours at room temperature, the solvent is removed and 20 ml. of water is added to the residue. The resultant aqueous mixture is extracted with ether and the extracts washed with water, dried over magnesium sulfate and evaporated to yield 1,3-bis(benzylthio)-2-propanol.